describe an organic reaction: reactants, conditions, products, and yield From a dataset of the Open Reaction Database (ORD), a public repository of structured organic reaction records. Reactants: O=C(O)C(Cc1cccc(Br)c1)CS(=O)(=O)Cc1ccccc1, O=C([O-])[O-], Cc1ccccc1, CCO, Cl, [K+], [K+], OB(O)c1ccccc1. The product is O=C(O)C(Cc1cccc(-c2ccccc2)c1)CS(=O)(=O)Cc1ccccc1. RXN SMILES: [Br:1][c:2]1[cH:3][c:4]([CH2:8][CH:9]([C:10](=[O:11])[OH:12])[CH2:13][S:14](=[O:15])(=[O:16])[CH2:17][c:18]2[cH:19][cH:20][cH:21][cH:22][cH:23]2)[cH:5][cH:6][cH:7]1.[C:24](=[O:25])([O-:26])[O-:27].[CH3:40][c:41]1[cH:42][cH:43][cH:44][cH:45][cH:46]1.[CH3:47][CH2:48][OH:49].[ClH:39].[K+:28].[K+:29].[OH:30][B:31]([OH:32])[c:33]1[cH:34][cH:35][cH:36][cH:37][cH:38]1>>[c:2]1(-[c:33]2[cH:34][cH:35][cH:36][cH:37][cH:38]2)[cH:3][c:4]([CH2:8][CH:9]([C:10](=[O:11])[OH:12])[CH2:13][S:14](=[O:15])(=[O:16])[CH2:17][c:18]2[cH:19][cH:20][cH:21][cH:22][cH:23]2)[cH:5][cH:6][cH:7]1. Reported procedure: To a stirred suspension of 3.36 g of sodium hydride (in mineral oil) in 50 ml of dimethylformamide is added dropwise at room temperature a solution of 15 g bis-(p-hydroxyphenyl)-methane in 50 ml dimethylformamide. The resulting solution is stirred at room temperature for one hour. Ten grams of benzyl chloride is added dropwise and the stirring is continued at room temperature overnight. After evaporation of the solvent under reduced pressure, the residue is treated with 100 ml of water and extra... Run at time 1 hour. Reactants: OC1=CC=C(C=C1)CC1=CC=C(C=C1)O (bis-(p-hydroxyphenyl)-methane), [H-].[Na+] (sodium hydride), C(C1=CC=CC=C1)Cl (benzyl chloride). RXN SMILES: [H-].[Na+].[OH:3][C:4]1[CH:9]=[CH:8][C:7]([CH2:10][C:11]2[CH:16]=[CH:15][C:14]([OH:17])=[CH:13][CH:12]=2)=[CH:6][CH:5]=1.[CH2:18](Cl)[C:19]1[CH:24]=[CH:23][CH:22]=[CH:21][CH:20]=1>CN(C)C=O>[CH2:18]([O:3][C:4]1[CH:5]=[CH:6][C:7]([CH2:10][C:11]2[CH:16]=[CH:15][C:14]([OH:17])=[CH:13][CH:12]=2)=[CH:8][CH:9]=1)[C:19]1[CH:24]=[CH:23][CH:22]=[CH:21][CH:20]=1 |f:0.1|. Run in CN(C=O)C (dimethylformamide), CN(C=O)C (dimethylformamide). The product is C(C1=CC=CC=C1)OC1=CC=C(C=C1)CC=1C=CC(=CC1)O (α-(p-benzyloxyphenyl)-p-cresol). Starting materials: CCc1cc2c(cc1C(F)(F)F)N(C(=O)OC(C)(C)C)CCCC2N(Cc1cc(C(F)(F)F)cc(C(F)(F)F)c1)c1nnn(C)n1, ClCCl, O=C(O)C(F)(F)F. Yields the product CCc1cc2c(cc1C(F)(F)F)NCCCC2N(Cc1cc(C(F)(F)F)cc(C(F)(F)F)c1)c1nnn(C)n1. RXN SMILES: [C:8]([O:9][C:10](=[O:11])[N:15]1[c:16]2[c:17]([cH:44][c:45]([CH2:52][CH3:53])[c:46]([C:48]([F:49])([F:50])[F:51])[cH:47]2)[CH:18]([N:22]([c:23]2[n:24][n:25][n:26]([CH3:28])[n:27]2)[CH2:29][c:30]2[cH:31][c:32]([C:40]([F:41])([F:42])[F:43])[cH:33][c:34]([C:36]([F:37])([F:38])[F:39])[cH:35]2)[CH2:19][CH2:20][CH2:21]1)([CH3:12])([CH3:13])[CH3:14].[Cl:54][CH2:55][Cl:56].[OH:1][C:2]([C:3]([F:4])([F:5])[F:6])=[O:7]>>[NH:15]1[c:16]2[c:17]([cH:44][c:45]([CH2:52][CH3:53])[c:46]([C:48]([F:49])([F:50])[F:51])[cH:47]2)[CH:18]([N:22]([c:23]2[n:24][n:25][n:26]([CH3:28])[n:27]2)[CH2:29][c:30]2[cH:31][c:32]([C:40]([F:41])([F:42])[F:43])[cH:33][c:34]([C:36]([F:37])([F:38])[F:39])[cH:35]2)[CH2:19][CH2:20][CH2:21]1. The reactants are N[C@@H](C)C(=O)O (L-alanine), S(O)(O)(=O)=O (sulfuric acid), C(CCCCCCCCCCCCCCC)O (cetyl alcohol), alcohol. The solvent is C1=CC=CC=C1 (benzene), C1=CC=CC=C1 (benzene), O (water). Conditions: time 7 hour. Product: C(CCCCCCCCCCCCCCC)OC([C@@H](N)C)=O (L-alanine cetyl ester). Isolated yield 86.1%. As a reaction SMILES: [NH2:1][C@H:2]([C:4]([OH:6])=[O:5])[CH3:3].[CH2:7](O)[CH2:8][CH2:9][CH2:10][CH2:11][CH2:12][CH2:13][CH2:14][CH2:15][CH2:16][CH2:17][CH2:18][CH2:19][CH2:20][CH2:21][CH3:22].S(=O)(=O)(O)O>C1C=CC=CC=1.O>[CH2:22]([O:5][C:4](=[O:6])[C@H:2]([CH3:3])[NH2:1])[CH2:21][CH2:20][CH2:19][CH2:18][CH2:17][CH2:16][CH2:15][CH2:14][CH2:13][CH2:12][CH2:11][CH2:10][CH2:9][CH2:8][CH3:7]. Reported procedure: 4.46 g (0.05 mole) of L-alanine was taken, and 13.3 g (0.055 mole) of cetyl alcohol was taken as an alcohol. After 200 ml of benzene was added thereto as a solvent, these materials were stirred and mixed. After the addition of 4.9 g (0.05 mole) of sulfuric acid as an acid catalyst, the resulting reaction mixture was heated under reflux. In this case, water was formed with the progress of the esterification reaction and released in the form of an azeotropic mixture with benzene, which was continu... Starting materials: COCCOC, [O-][n+]1nc(Cl)nc2cc3c(cc21)OCCC3, NCCCN1CCOCC1. Product: [O-][n+]1nc(NCCCN2CCOCC2)nc2cc3c(cc21)OCCC3. Reaction SMILES: [CH3:27][O:28][CH2:29][CH2:30][O:31][CH3:32].[Cl:11][c:12]1[n:13][n+:14]([O-:26])[c:15]2[c:16]([n:17]1)[cH:18][c:19]1[c:24]([cH:25]2)[O:23][CH2:22][CH2:21][CH2:20]1.[O:1]1[CH2:2][CH2:3][N:4]([CH2:7][CH2:8][CH2:9][NH2:10])[CH2:5][CH2:6]1>>[O:1]1[CH2:2][CH2:3][N:4]([CH2:7][CH2:8][CH2:9][NH:10][c:12]2[n:13][n+:14]([O-:26])[c:15]3[c:16]([n:17]2)[cH:18][c:19]2[c:24]([cH:25]3)[O:23][CH2:22][CH2:21][CH2:20]2)[CH2:5][CH2:6]1. Reactants: [N+](=O)([O-])C1=CC=C(C=C1)C=1OC2=C(C1)C=CC=C2C(=O)OC (methyl 2-(4-nitrophenyl)benzofuran-7-carboxylate), stannous chloride dihydrate, C([O-])(O)=O.[Na+] (sodium bicarbonate). The solvent is C(C)(=O)OCC (ethyl acetate). Conditions: temperature 70 celsius. Yields the product NC1=CC=C(C=C1)C=1OC2=C(C1)C=CC=C2C(=O)OC (methyl 2-(4-aminophenyl)benzofuran-7-carboxylate). The yield is 93.3%. As a reaction SMILES: [N+:1]([C:4]1[CH:9]=[CH:8][C:7]([C:10]2[O:11][C:12]3[C:18]([C:19]([O:21][CH3:22])=[O:20])=[CH:17][CH:16]=[CH:15][C:13]=3[CH:14]=2)=[CH:6][CH:5]=1)([O-])=O.C(=O)(O)[O-].[Na+]>C(OCC)(=O)C>[NH2:1][C:4]1[CH:9]=[CH:8][C:7]([C:10]2[O:11][C:12]3[C:18]([C:19]([O:21][CH3:22])=[O:20])=[CH:17][CH:16]=[CH:15][C:13]=3[CH:14]=2)=[CH:6][CH:5]=1 |f:1.2|. Procedure: A mixture of 3.1 g of methyl 2-(4-nitrophenyl)benzofuran-7-carboxylate, 11.7 g of stannous chloride dihydrate and 100 ml of ethyl acetate is heated at 70° C. for 1 hour. After cooling, the reaction mixture is alkalized with an aqueous sodium bicarbonate solution and extracted with ethyl acetate. The extract is washed with water, dried and evaporated to remove solvent to give 2.6 g of methyl 2-(4-aminophenyl)benzofuran-7-carboxylate as yellow crystals. Starting materials: CCOCC, O=C(O)C(=O)N1CCC(Cc2ccc(F)cc2)CC1, Nc1cccc(C(F)(F)F)c1. Product: O=C(Nc1cccc(C(F)(F)F)c1)C(=O)N1CCC(Cc2ccc(F)cc2)CC1. RXN SMILES: [CH2:31]([O:32][CH2:33][CH3:34])[CH3:35].[F:1][c:2]1[cH:3][cH:4][c:5]([CH2:6][CH:7]2[CH2:8][CH2:9][N:10]([C:13]([C:14](=[O:15])[OH:16])=[O:17])[CH2:11][CH2:12]2)[cH:18][cH:19]1.[F:20][C:21]([c:22]1[cH:23][c:24]([NH2:25])[cH:26][cH:27][cH:28]1)([F:29])[F:30]>>[F:1][c:2]1[cH:3][cH:4][c:5]([CH2:6][CH:7]2[CH2:8][CH2:9][N:10]([C:13]([C:14](=[O:16])[NH:25][c:24]3[cH:23][c:22]([C:21]([F:20])([F:29])[F:30])[cH:28][cH:27][cH:26]3)=[O:17])[CH2:11][CH2:12]2)[cH:18][cH:19]1. Reactants: C(=O)NCCSCC[Si](C)(C)C (N-formyl-2-[[2-(trimethylsilyl)ethyl]thio]ethyl amine), [H-].[Al+3].[Li+].[H-].[H-].[H-] (lithium aluminum hydride). Solvent: C(C)OCC (diethyl ether), same solvent. Reaction conditions: time 1 hour. Yields the product CNCCSCC[Si](C)(C)C (N-methyl-2-[[2-(trimethylsilyl)ethyl]thio]ethyl amine). RXN SMILES: [CH:1]([NH:3][CH2:4][CH2:5][S:6][CH2:7][CH2:8][Si:9]([CH3:12])([CH3:11])[CH3:10])=O.[H-].[Al+3].[Li+].[H-].[H-].[H-]>C(OCC)C>[CH3:1][NH:3][CH2:4][CH2:5][S:6][CH2:7][CH2:8][Si:9]([CH3:10])([CH3:12])[CH3:11] |f:1.2.3.4.5.6|. Procedure details: A solution of 400 mg (2.00 mmol) of N-formyl-2-[[2-(trimethylsilyl)ethyl]thio]ethyl amine in 5 ml of absolute diethyl ether is added under argon at 0° C. to a stirred slurry of 152 mg (4.00 mmol) of lithium aluminum hydride in 5 ml of the same solvent. After 1 hr at 20° C., the stirred reaction mixture is quenched by addition of 0.6 ml of water and 0.15 ml of 15% sodium hydroxide solution, the resulting precipitate is filtered off, washed with diethyl ether. The combined organic layers is evapor... Reactants: [OH-].[Na+] (sodium hydroxide), CC(=C)C1=CC=CC=C1 (α-methylstyrene), C(Br)(Br)Br (bromoform), [OH-].[Na+] (sodium hydroxide). Reagents/catalysts: [Br-].C(CCC)[N+](CCCC)(CCCC)CCCC (tetrabutylammonium bromide). The solvent is hexanes, O (water). Product: BrC1(C(C1)(C1=CC=CC=C1)C)Br (2,2-dibromo-1-methyl-1-phenylcyclopropane). The yield is 86.3%. As a reaction SMILES: [CH3:1][C:2]([C:4]1[CH:9]=[CH:8][CH:7]=[CH:6][CH:5]=1)=[CH2:3].[CH:10]([Br:13])(Br)[Br:11].[OH-].[Na+]>[Br-].C([N+](CCCC)(CCCC)CCCC)CCC.O>[Br:11][C:10]1([Br:13])[CH2:1][C:2]1([CH3:3])[C:4]1[CH:9]=[CH:8][CH:7]=[CH:6][CH:5]=1 |f:2.3,4.5|. Reported procedure: To a solution of 12.5 ml (0.0963 mol) of α-methylstyrene in 30.4 ml (0.348 mol) of bromoform and 1.34 g (0.00416 mol) of tetrabutylammonium bromide was added slowly via addition funnel 20.9 ml (0.400 mol) of 50% aqueous sodium hydroxide. After heating to 55° C. for 1 hour 20.9 ml (0.400 mol) of 50% aqueous sodium hydroxide was added. After 2 additional hours of heating, the reaction was cooled to room temperature when hexanes and water were added. The resulting mixture was transferred to a separ... Starting materials: N1(CCCC1)CCOC1=CC=C(C=C1)C(=O)C=1C2=C(SC1C1=CC=C(C=C1)CC#N)C=CC=C2 (2-[4-(Cyanomethyl)phenyl]benzo[b]thiophen-3-yl 4-[2-(1-pyrrolidinyl)ethoxy]phenyl ketone), [H-].[Al+3].[Li+].[H-].[H-].[H-] (lithium aluminum hydride), C(C)[SiH](CC)CC (triethylsilane), FC(C(=O)O)(F)F (trifluroacetic acid). Solvent: C1CCOC1 (THF), ClCCl (dichloromethane). Reaction conditions: time 10 minute. The product is C(#N)CC1=CC=C(C=C1)C1=C(C2=C(S1)C=CC=C2)CC2=CC=C(C=C2)OCCN2CCCC2 (2-[4-(Cyanomethyl)phenyl]-3-[4-[2-(1-pyrrolidinyl)-ethoxy]benzyl]benzo[b]thiophene). Isolated yield 69.2%. As a reaction SMILES: [N:1]1([CH2:6][CH2:7][O:8][C:9]2[CH:14]=[CH:13][C:12]([C:15]([C:17]3[C:18]4[CH:34]=[CH:33][CH:32]=[CH:31][C:19]=4[S:20][C:21]=3[C:22]3[CH:27]=[CH:26][C:25]([CH2:28][C:29]#[N:30])=[CH:24][CH:23]=3)=O)=[CH:11][CH:10]=2)[CH2:5][CH2:4][CH2:3][CH2:2]1.[H-].[Al+3].[Li+].[H-].[H-].[H-].C([SiH](CC)CC)C.FC(F)(F)C(O)=O>C1COCC1.ClCCl>[C:29]([CH2:28][C:25]1[CH:24]=[CH:23][C:22]([C:21]2[S:20][C:19]3[CH:31]=[CH:32][CH:33]=[CH:34][C:18]=3[C:17]=2[CH2:15][C:12]2[CH:11]=[CH:10][C:9]([O:8][CH2:7][CH2:6][N:1]3[CH2:2][CH2:3][CH2:4][CH2:5]3)=[CH:14][CH:13]=2)=[CH:27][CH:26]=1)#[N:30] |f:1.2.3.4.5.6|. Reported procedure: 2-[4-(Cyanomethyl)phenyl]benzo[b]thiophen-3-yl 4-[2-(1-pyrrolidinyl)ethoxy]phenyl ketone (158 mg) in THF (5.0 mL) was treated with lithium aluminum hydride (13 mg) at 0° C. for 2 h, and then quenched with water (0.5 mL) and sodium hydroxide (5.0 M, 0.5 mL). Stirring was continued for 10 min. The reaction mixture was diluted with brine (50 mL) and extracted with dichloromethane (3×50 mL). The combined organic layers were dried with sodium sulfate and concentrated in vacuo to give a yellow foam-li...